From a dataset of the Open Reaction Database (ORD), a public repository of structured organic reaction records. describe an organic reaction: reactants, conditions, products, and yield The reactants are CC(=O)O[BH-](OC(C)=O)OC(C)=O, O=C([O-])O, NC(=O)c1ccc(Oc2ccc3c(c2)CNCC3)nc1, CC(=O)O, O=Cc1ccccc1, ClCCCl, [Na+], [Na+]. The product is NC(=O)c1ccc(Oc2ccc3c(c2)CN(Cc2ccccc2)CC3)nc1. RXN SMILES: [C:29]([O:30][BH-:31]([O:32][C:33](=[O:34])[CH3:35])[O:36][C:37](=[O:38])[CH3:39])(=[O:40])[CH3:41].[C:47](=[O:48])([OH:49])[O-:50].[CH2:1]1[NH:2][CH2:3][CH2:4][c:5]2[cH:6][cH:7][c:8]([O:11][c:12]3[n:13][cH:14][c:15]([C:16](=[O:17])[NH2:18])[cH:19][cH:20]3)[cH:9][c:10]21.[CH3:43][C:44](=[O:45])[OH:46].[CH:21](=[O:22])[c:23]1[cH:24][cH:25][cH:26][cH:27][cH:28]1.[Cl:52][CH2:53][CH2:54][Cl:55].[Na+:42].[Na+:51]>>[CH2:1]1[N:2]([CH2:21][c:23]2[cH:24][cH:25][cH:26][cH:27][cH:28]2)[CH2:3][CH2:4][c:5]2[cH:6][cH:7][c:8]([O:11][c:12]3[n:13][cH:14][c:15]([C:16](=[O:17])[NH2:18])[cH:19][cH:20]3)[cH:9][c:10]21. Reactants: NC[C@@H]1[C@H]([C@@H]([C@H]([C@@H](OCC2=CC=CC=C2)O1)NC(=O)OCC1=CC=CC=C1)O)O (Benzyl 6-amino-2-benzyloxycarbonylamino-2,6-didesoxy-α-D-glucopyranoside), C([C@@H]1[C@H]([C@H](C(=O)O1)O)O)O (D-ribonic acid g-lactone), 14.A. Run in O1CCOCC1 (dioxan). Yields the product C(C1=CC=CC=C1)[C@@]1(O)[C@@H]([C@@H](O)[C@H](O)[C@H](O1)CNC(=O)[C@H](O)[C@H](O)[C@H](O)CO)NC(=O)OCC1=CC=CC=C1 (D-ribonic acid (benzyl 2-benzyloxycarbonylamino-2,6-didesoxy-α-D-gluco-pyranosid-6-yl)-amide). As a reaction SMILES: [NH2:1][CH2:2][C@H:3]1[O:16][C@H:7]([O:8]CC2C=CC=CC=2)[C@H:6]([NH:17][C:18]([O:20][CH2:21][C:22]2[CH:27]=[CH:26][CH:25]=[CH:24][CH:23]=2)=[O:19])[C@@H:5]([OH:28])[C@@H:4]1[OH:29].[CH2:30]([OH:39])[C@H:31]1[O:36][C:34](=[O:35])[C@H:33]([OH:37])[C@@H:32]1[OH:38]>O1CCOCC1>[CH2:21]([C@@:7]1([O:16][C@H:3]([CH2:2][NH:1][C:34]([C@@H:33]([C@@H:32]([C@@H:31]([CH2:30][OH:39])[OH:36])[OH:38])[OH:37])=[O:35])[C@@H:4]([OH:29])[C@H:5]([OH:28])[C@H:6]1[NH:17][C:18]([O:20][CH2:21][C:22]1[CH:23]=[CH:24][CH:25]=[CH:26][CH:27]=1)=[O:19])[OH:8])[C:22]1[CH:27]=[CH:26][CH:25]=[CH:24][CH:23]=1. Procedure: Benzyl 6-amino-2-benzyloxycarbonylamino-2,6-didesoxy-α-D-glucopyranoside (see Ex. 9.C.) and D-ribonic acid g-lactone were reacted as described in Ex. 14.A. and gave D-ribonic acid (benzyl 2-benzyloxycarbonylamino-2,6-didesoxy-α-D-gluco-pyranosid-6-yl)-amide, [α]+81.5° (c 0.2; dioxan), MS: m/z 551.4 ([M+H]+). The reactants are FC(C(=O)OC(C(F)(F)F)=O)(F)F (trifluoroacetic anhydride), FC1=CC=CC2=C1C(N(CC=1N2C=NC1C(=O)N)C)=O (7-fluoro-5-methyl-6-oxo-5,6-dihydro-4H-imidazo-[1,5-a][1,4]benzodiazepine-3-carboxamide), ice water. The solvent is O1CCOCC1 (dioxan), N1=CC=CC=C1 (pyridine). Reaction conditions: time 2.5 hour. Product: FC1=CC=CC2=C1C(N(CC=1N2C=NC1C#N)C)=O (7-fluoro-5-methyl-6-oxo-5,6-dihydro-4H-imidazo[1,5-a][1,4]benzodiazepine-3-carbonitrile). Yield: 85.3%. Reaction SMILES: FC(F)(F)C(OC(=O)C(F)(F)F)=O.[F:14][C:15]1[C:20]2[C:21](=[O:33])[N:22]([CH3:32])[CH2:23][C:24]3[N:25]([CH:26]=[N:27][C:28]=3[C:29]([NH2:31])=O)[C:19]=2[CH:18]=[CH:17][CH:16]=1>O1CCOCC1.N1C=CC=CC=1>[F:14][C:15]1[C:20]2[C:21](=[O:33])[N:22]([CH3:32])[CH2:23][C:24]3[N:25]([CH:26]=[N:27][C:28]=3[C:29]#[N:31])[C:19]=2[CH:18]=[CH:17][CH:16]=1. Procedure details: 7.7 ml (55.3 mmol) of trifluoroacetic anhydride were added dropwise at 5°-8° to a suspension of 13.8 g (50.3 mmol) of 7-fluoro-5-methyl-6-oxo-5,6-dihydro-4H-imidazo-[1,5-a][1,4]benzodiazepine-3-carboxamide (EPA 150 040) in 80 ml of dioxan and 20 ml of pyridine. The beige solution obtained was stirred at 5° for 2.5 hours and subsequently poured into 220 ml of ice-water. The resulting precipitate was filtered off. After drying at 70°/10 Torr there were obtained 11 g (85%) of 7-fluoro-5-methyl-6-ox... Starting materials: C(C)(C)(C)OC(=O)NC=1C=CC2=C(C(N=C2C1)(CCC)CC1=C(C=CC=C1)Cl)C(C(C)C)=O (6-tert-butoxycarbonylamino-2-(2-chlorobenzyl)-3-isobutyryl-2-propylindole), Cl (hydrogen chloride). The solvent is C(C)(=O)OCC (ethyl acetate), C(C)(=O)OCC (ethyl acetate). Conditions: time 4 hour. Yields the product Cl.NC1=CC=C2C(=C(N(C2=C1)CC1=C(C=CC=C1)Cl)CCC)C(C(C)C)=O (6-amino-1-(2-chlorobenzyl)-3-isobutyryl-2-propylindole hydrochloride). As a reaction SMILES: C(OC([NH:8][C:9]1[CH:10]=[CH:11][C:12]2[C:16]([CH:17]=1)=[N:15][C:14](CC1C=CC=CC=1[Cl:28])([CH2:18][CH2:19][CH3:20])[C:13]=2[C:29](=[O:33])[CH:30]([CH3:32])[CH3:31])=O)(C)(C)C.[ClH:34]>C(OCC)(=O)C>[ClH:28].[NH2:8][C:9]1[CH:17]=[C:16]2[C:12]([C:13]([C:29](=[O:33])[CH:30]([CH3:32])[CH3:31])=[C:14]([CH2:18][CH2:19][CH3:20])[N:15]2[CH2:13][C:12]2[CH:16]=[CH:17][CH:9]=[CH:10][C:11]=2[Cl:34])=[CH:11][CH:10]=1 |f:3.4|. Procedure details: To a solution of 6-tert-butoxycarbonylamino-2-(2-chlorobenzyl)-3-isobutyryl-2-propylindole (110 mg) in ethyl acetate (1 ml) was added 4N hydrogen chloride in ethyl acetate at 20° C., and the mixture was stirred at the same temperature for 4 hours. The precipitates were collected by filtration and washed with ethyl acetate to give 6-amino-1-(2-chlorobenzyl)-3-isobutyryl-2-propylindole hydrochloride (50 mg) as powder. The product is CC(C)N1CCN(c2nc3cc(C=O)ccc3s2)CC1. As a reaction SMILES: [Br:1][c:2]1[cH:3][cH:4][c:5]2[c:6]([n:7][c:8]([N:10]3[CH2:11][CH2:12][N:13]([CH:16]([CH3:17])[CH3:18])[CH2:14][CH2:15]3)[s:9]2)[cH:19]1.[CH2:30]1[O:31][CH2:32][CH2:33][CH2:34]1.[CH3:20][CH2:21][CH2:22][CH2:23][Li:24].[O:25]=[CH:26][N:27]([CH3:28])[CH3:29]>>[c:2]1([CH:26]=[O:25])[cH:3][cH:4][c:5]2[c:6]([n:7][c:8]([N:10]3[CH2:11][CH2:12][N:13]([CH:16]([CH3:17])[CH3:18])[CH2:14][CH2:15]3)[s:9]2)[cH:19]1. Starting materials: CC(C)N1CCN(c2nc3cc(Br)ccc3s2)CC1, C1CCOC1, [Li]CCCC, CN(C)C=O. Starting materials: CCOC(=O)c1cccc(C)c1CC, NC1CN2CCC1CC2, NC1CN2CCC1CC2. Yields the product CCc1c(C)cccc1C(=O)NC1CN2CCC1CC2. Reaction SMILES: [CH2:1]([CH3:2])[c:3]1[c:4]([C:5]([O:7][CH2:6][CH3:8])=[O:9])[cH:10][cH:11][cH:12][c:13]1[CH3:14].[NH2:15][CH:16]1[CH2:17][N:18]2[CH2:19][CH2:20][CH:21]1[CH2:22][CH2:23]2.[NH2:24][CH:25]1[CH:26]2[CH2:27][CH2:28][N:29]([CH2:30][CH2:31]2)[CH2:32]1>>[CH2:1]([CH3:2])[c:3]1[c:4]([C:5](=[O:7])[NH:15][CH:16]2[CH2:17][N:18]3[CH2:19][CH2:20][CH:21]2[CH2:22][CH2:23]3)[cH:10][cH:11][cH:12][c:13]1[CH3:14]. Reactants: [OH-].[Na+] (sodium hydroxide), C([O-])(O)=O.[Na+] (sodium bicarbonate), S(=O)(=O)(C1=CC=C(C)C=C1)OC1=C(C(OS(=O)(=O)C2=CC=C(C)C=C2)=CC(=C1)[N+](=O)[O-])NC(C)=O (2-Acetamido-5-nitroresorcinol ditosylate), S(O)(O)(=O)=O (sulfuric acid). Solvent: ice water. Run at time 1.5 hour. The product is NC1=C(O)C=C(C=C1O)[N+](=O)[O-] (2-Amino-5-nitroresorcinol). The yield is 86.4%. As a reaction SMILES: S([O:11][C:12]1[CH:28]=[C:27]([N+:29]([O-:31])=[O:30])[CH:26]=[C:14]([O:15]S(C2C=CC(C)=CC=2)(=O)=O)[C:13]=1[NH:32]C(=O)C)(C1C=CC(C)=CC=1)(=O)=O.S(=O)(=O)(O)O.[OH-].[Na+].C(=O)(O)[O-].[Na+]>>[NH2:32][C:13]1[C:14]([OH:15])=[CH:26][C:27]([N+:29]([O-:31])=[O:30])=[CH:28][C:12]=1[OH:11] |f:2.3,4.5|. Reported procedure: 2-Acetamido-5-nitroresorcinol ditosylate (9.0 g, 0.017 mole) was added to cold sulfuric acid (25 ml, at or below 10° C.). The mixture was stirred cold an additional fifteen minutes and then at ambient temperature for 1.5 hours. The mixture was then poured into 250 ml ice water and sodium hydroxide (30 g, 0.75 mole) was slowly added. The mixture was then treated with sodium bicarbonate until it was no longer acidic, and aqueous solution was extracted twice with ethyl acetate (150 ml). The extract...